The task is: describe an organic reaction: reactants, conditions, products, and yield. This data is from the Open Reaction Database (ORD), a public repository of structured organic reaction records. Reactants: F[C@](C(=O)O)(C(=O)N[C@H]1C2=C(C3=C(N(C1=O)CCOC)C=CC=C3)C=CC=C2)C ((S)-2-fluoro-N—[(S)-5-(2-methoxy-ethyl)-6-oxo-6,7-dihydro-5H-dibenzo[b,d]azepin-7-yl]-2-methyl-malonamic acid), FC(CN)(C(F)(F)F)F (2,2,3,3,3-pentafluoropropylamine), solid. Yields the product F[C@@](C(=O)N[C@H]1C2=C(C3=C(N(C1=O)CCOC)C=CC=C3)C=CC=C2)(C(=O)NCC(C(F)(F)F)(F)F)C ((R)-2-Fluoro-N—[(S)-5-(2-methoxy-ethyl)-6-oxo-6,7-dihydro-5H-dibenzo[b,d]azepin-7-yl]-2-methyl-N′-(2,2,3,3,3-pentafluoro-propyl)-malonamide). RXN SMILES: [F:1][C@@:2]([CH3:29])([C:6]([NH:8][C@@H:9]1[C:15](=[O:16])[N:14]([CH2:17][CH2:18][O:19][CH3:20])[C:13]2[CH:21]=[CH:22][CH:23]=[CH:24][C:12]=2[C:11]2[CH:25]=[CH:26][CH:27]=[CH:28][C:10]1=2)=[O:7])[C:3]([OH:5])=O.[F:30][C:31]([F:38])([C:34]([F:37])([F:36])[F:35])[CH2:32][NH2:33]>>[F:1][C@:2]([CH3:29])([C:3]([NH:33][CH2:32][C:31]([F:38])([F:30])[C:34]([F:37])([F:36])[F:35])=[O:5])[C:6]([NH:8][C@@H:9]1[C:15](=[O:16])[N:14]([CH2:17][CH2:18][O:19][CH3:20])[C:13]2[CH:21]=[CH:22][CH:23]=[CH:24][C:12]=2[C:11]2[CH:25]=[CH:26][CH:27]=[CH:28][C:10]1=2)=[O:7]. Procedure: Using (S)-2-fluoro-N—[(S)-5-(2-methoxy-ethyl)-6-oxo-6,7-dihydro-5H-dibenzo[b,d]azepin-7-yl]-2-methyl-malonamic acid and 2,2,3,3,3-pentafluoropropylamine, the title compound was prepared in the same manner as described for example 1c. White solid (71%). MS: m/e=532(M+H+). Reactants: N1C(=NC2=C1C=CC=C2)N(C2CCC(CC2)C(C)(C)C)CC2=CC=C(C(=O)O)C=C2 (4-{[1H-Benzimidazol-2-yl(4-tert-butylcyclohexyl)amino]methyl}benzoic acid), O.N1N=NN=C1N (1H-tetraazol-5-amine monohydrate), C=1C=CC2=C(C1)N=NN2O (HOBt), C(CCl)Cl (EDC), CCN(C(C)C)C(C)C (DIEA). Solvent: CN(C)C=O (DMF). Run at time 8 hour. Product: N1C(=NC2=C1C=CC=C2)N(C2CCC(CC2)C(C)(C)C)CC2=CC=C(C(=O)NC1=NN=NN1)C=C2 (4-{[1H-Benzimidazol-2-yl(4-tert-butylcyclohexyl)amino]methyl}-N-(1H-tetra-azol-5-yl)benzamide). As a reaction SMILES: [NH:1]1[C:5]2[CH:6]=[CH:7][CH:8]=[CH:9][C:4]=2[N:3]=[C:2]1[N:10]([CH2:21][C:22]1[CH:30]=[CH:29][C:25]([C:26]([OH:28])=O)=[CH:24][CH:23]=1)[CH:11]1[CH2:16][CH2:15][CH:14]([C:17]([CH3:20])([CH3:19])[CH3:18])[CH2:13][CH2:12]1.O.[NH:32]1[C:36]([NH2:37])=[N:35][N:34]=[N:33]1.C1C=CC2N(O)N=NC=2C=1.C(Cl)CCl.CCN(C(C)C)C(C)C>CN(C=O)C>[NH:1]1[C:5]2[CH:6]=[CH:7][CH:8]=[CH:9][C:4]=2[N:3]=[C:2]1[N:10]([CH2:21][C:22]1[CH:30]=[CH:29][C:25]([C:26]([NH:37][C:36]2[NH:35][N:34]=[N:33][N:32]=2)=[O:28])=[CH:24][CH:23]=1)[CH:11]1[CH2:12][CH2:13][CH:14]([C:17]([CH3:18])([CH3:20])[CH3:19])[CH2:15][CH2:16]1 |f:1.2|. Procedure: To a solution of the title compound of Example 1 Step D (0.1 mmol, 41 mg), 1H-tetraazol-5-amine monohydrate (0.2 mmol, 21 mg), HOBt (0.25 mmol, 38 mg) and EDC (0.4 mmol, 77 mg) in 1 mL of DMF was added DIEA (0.5 mmol, 90 μL). The reaction mixture was allowed to stand at ambient temperature overnight, then concentrated under reduced pressure. The residue was taken up in ca. 2:1 dioxane/H2O, acidified with TFA, and purified by reverse-phase chromatography (Condition A). Lyophilization afforded the... Starting materials: C(C)(C)(C)OC(N(C1=NC(=C(C=C1)C(C1=CNC2=NC=CC=C21)O)OC)CC2=CC=C(C=C2)Cl)=O ((4-Chloro-benzyl)-5-[hydroxy-(1H-pyrrolo[2,3-b]pyridin-3-yl)-methyl]-6-methoxy-pyridin-2-yl-carbamic acid tert-butyl ester), FC(C(=O)O)(F)F (trifluoroacetic acid), C(C)[SiH](CC)CC (triethylsilane). The solvent is C(C)#N (acetonitrile). Product: ClC1=CC=C(CNC2=NC(=C(C=C2)CC2=CNC3=NC=CC=C32)OC)C=C1 ((4-Chloro-benzyl)-[6-methoxy-5-(1H-pyrrolo[2,3-b]pyridin-3-ylmethyl)-pyridin-2-yl]-amine). As a reaction SMILES: C(OC(=O)[N:7]([CH2:27][C:28]1[CH:33]=[CH:32][C:31]([Cl:34])=[CH:30][CH:29]=1)[C:8]1[CH:13]=[CH:12][C:11]([CH:14](O)[C:15]2[C:23]3[C:18](=[N:19][CH:20]=[CH:21][CH:22]=3)[NH:17][CH:16]=2)=[C:10]([O:25][CH3:26])[N:9]=1)(C)(C)C.FC(F)(F)C(O)=O.C([SiH](CC)CC)C>C(#N)C>[Cl:34][C:31]1[CH:30]=[CH:29][C:28]([CH2:27][NH:7][C:8]2[CH:13]=[CH:12][C:11]([CH2:14][C:15]3[C:23]4[C:18](=[N:19][CH:20]=[CH:21][CH:22]=4)[NH:17][CH:16]=3)=[C:10]([O:25][CH3:26])[N:9]=2)=[CH:33][CH:32]=1. Procedure: To (4-Chloro-benzyl)-5-[hydroxy-(1H-pyrrolo[2,3-b]pyridin-3-yl)-methyl]-6-methoxy-pyridin-2-yl-carbamic acid tert-butyl ester (68, 40.0 mg, 0.081 mmol) in acetonitrile (10.0 mL) were added trifluoroacetic acid (0.30 mL, 0.0039 mol) and triethylsilane (0.60 mL, 0.0038 mol). The reaction was heated to reflux for 3 hours. The reaction was concentrated to remove the solvents, then purified with silica gel column chromatography eluting with 40% ethyl acetate in hexane to give compound (P-0081, 10 mg,... Starting materials: Ice, N1=CC=CC=C1 (Pyridine), N1=C(F)N=C(F)N=C1F (cyanuric fluoride), C(=O)(OCC1C2=CC=CC=C2C2=CC=CC=C12)N[C@@H](CC1=CC=CC=C1)C(=O)O (FMOC-L-Phenylalanine). Run in ClCCl (dichloromethane). Conditions: time 3.5 hour. Product: C(=O)(OCC1C2=CC=CC=C2C2=CC=CC=C12)N[C@@H](CC1=CC=CC=C1)C(=O)F (FMOC-L-phenylalanyl fluoride). RXN SMILES: [C:1]([NH:18][C@H:19]([C:27]([OH:29])=O)[CH2:20][C:21]1[CH:26]=[CH:25][CH:24]=[CH:23][CH:22]=1)([O:3][CH2:4][CH:5]1[C:17]2[C:12](=[CH:13][CH:14]=[CH:15][CH:16]=2)[C:11]2[C:6]1=[CH:7][CH:8]=[CH:9][CH:10]=2)=[O:2].N1C=CC=CC=1.N1C(F)=NC(F)=NC=1[F:38]>ClCCl>[C:1]([NH:18][C@H:19]([C:27]([F:38])=[O:29])[CH2:20][C:21]1[CH:26]=[CH:25][CH:24]=[CH:23][CH:22]=1)([O:3][CH2:4][CH:5]1[C:17]2[C:12](=[CH:13][CH:14]=[CH:15][CH:16]=2)[C:11]2[C:6]1=[CH:7][CH:8]=[CH:9][CH:10]=2)=[O:2]. Procedure details: FMOC-L-Phenylalanine (17 g, 44 mmol) (Bachem) was dissolved in dichloromethane (100 mL). Pyridine (3.55 mL, 44 mmol) (Aldrich) and cyanuric fluoride (6 g, 44 mmol) (Aldrich) were successively added at room temperature and the mixture was stirred for 3.5 hours. Ice cold water (300 mL) was added and the resulting slurry was filtered. The filtrate was poured into a separatory funnel and the layers were separated. The organic layer was dried over anhydrous sodium sulfate, filtered and concentrated u... Reactants: Cl.C(C)(=O)OCC (hydrogen chloride ethyl acetate), C(C)(C)(C)OC(=O)N1CCN(CC1)C1=NC=C(C=C1C)C1CCCC1 (4-(5-Cyclopentyl-3-methylpyridin-2-yl)piperazine-1-carboxylic acid tert-butyl ester), [OH-].[Na+] (sodium hydroxide). Solvent: C(Cl)(Cl)Cl (chloroform). Reaction conditions: time 8 hour. Yields the product C1(CCCC1)C=1C=C(C(=NC1)N1CCNCC1)C (1-(5-cyclopentyl-3-methylpyridin-2-yl)piperazine). Yield: 108.3%. As a reaction SMILES: C(OC([N:8]1[CH2:13][CH2:12][N:11]([C:14]2[C:19]([CH3:20])=[CH:18][C:17]([CH:21]3[CH2:25][CH2:24][CH2:23][CH2:22]3)=[CH:16][N:15]=2)[CH2:10][CH2:9]1)=O)(C)(C)C.Cl.C(OCC)(=O)C.[OH-].[Na+]>C(Cl)(Cl)Cl>[CH:21]1([C:17]2[CH:18]=[C:19]([CH3:20])[C:14]([N:11]3[CH2:10][CH2:9][NH:8][CH2:13][CH2:12]3)=[N:15][CH:16]=2)[CH2:22][CH2:23][CH2:24][CH2:25]1 |f:1.2,3.4|. Reported procedure: To a mixture of 4-(5-bromo-3-methylpyridin-2-yl)piperazine-1-carboxylic acid tert-butyl ester (3.6 g), palladium (II) acetate (225 mg), 2-dicyclohexylphosphino-2′,6′-diisopropoxy-1,1′-biphenyl (933 mg), tripotassium phosphate (6.4 g) and cyclopentylboronic acid (2 g) were added toluene (30 mL) and water (1.5 mL), and the mixture was refluxed for 8 hr. After cooling, the mixture was extracted with ethyl acetate, washed with saturated brine, and the solvent was evaporated. The residue was purified... Starting materials: OC(=O)C(F)(F)F.C(C1=CC=CC=C1)N1CC2=NC(=C(N=C2CC1)N1CCC(CC1)OC1=C(C=C(C=C1)F)F)NCC(F)F (6-benzyl-N-(2,2-difluoroethyl)-2-(4-(2,4-difluorophenoxyl)piperidin-1-yl)-5,6,7,8-tetrahydropyrido[3,4-b]pyrazin-3-amine TFA salt). The reagents and catalysts are [OH-].[OH-].[Pd+2] (Pd(OH)2). The solvent is C1CCOC1 (THF). Run at time 1 hour. Product: FC(CNC1=C(N=C2C(=N1)CNCC2)N2CCC(CC2)OC2=C(C=C(C=C2)F)F)F (N-(2,2-difluoroethyl)-2-(4-(2,4-difluorophenoxyl)piperidin-1-yl)-5,6,7,8-tetrahydropyrido[3,4-b]pyrazin-3-amine), C(=O)(C(F)(F)F)O (TFA). Isolated yield 476.1%. As a reaction SMILES: [OH:1][C:2]([C:4]([F:7])([F:6])[F:5])=[O:3].C([N:15]1[CH2:24][CH2:23][C:22]2[C:17](=[N:18][C:19]([NH:40][CH2:41][CH:42]([F:44])[F:43])=[C:20]([N:25]3[CH2:30][CH2:29][CH:28]([O:31][C:32]4[CH:37]=[CH:36][C:35]([F:38])=[CH:34][C:33]=4[F:39])[CH2:27][CH2:26]3)[N:21]=2)[CH2:16]1)C1C=CC=CC=1>C1COCC1.[OH-].[OH-].[Pd+2]>[F:44][CH:42]([F:43])[CH2:41][NH:40][C:19]1[N:18]=[C:17]2[CH2:16][NH:15][CH2:24][CH2:23][C:22]2=[N:21][C:20]=1[N:25]1[CH2:26][CH2:27][CH:28]([O:31][C:32]2[CH:37]=[CH:36][C:35]([F:38])=[CH:34][C:33]=2[F:39])[CH2:29][CH2:30]1.[C:2]([OH:3])([C:4]([F:7])([F:6])[F:5])=[O:1] |f:0.1,3.4.5|. Procedure: A solution of 6-benzyl-N-(2,2-difluoroethyl)-2-(4-(2,4-difluorophenoxyl)piperidin-1-yl)-5,6,7,8-tetrahydropyrido[3,4-b]pyrazin-3-amine TFA salt (132.5 mg, 0.210 mmol) in THF (2.1 mL) was treated with Pd(OH)2 (20 wt %, 29.6 mg, 0.042 mmol). Hydrogen gas (balloon) was bubbled through the reaction mixture for 5 min. The vent needle was removed and the reaction was stirred under hydrogen atmosphere for 1 h. The reaction mixture was opened to air and was filtered through a pad of Celite™, eluting wit... The reactants are C(C=C)ON1C(C2=CC=C(C=3C2=C(C1=O)C=C(C3)C)N3CCCC3)=O (2-allyloxy-5-methyl-7-(pyrrolidin-1-yl)-benzo[de]isoquinoline-1,3-dione), C1(=CC=CC=C1)[SiH3] (phenylsilane). Reagents/catalysts: C=1C=CC(=CC1)[P](C=2C=CC=CC2)(C=3C=CC=CC3)[Pd]([P](C=4C=CC=CC4)(C=5C=CC=CC5)C=6C=CC=CC6)([P](C=7C=CC=CC7)(C=8C=CC=CC8)C=9C=CC=CC9)[P](C=1C=CC=CC1)(C=1C=CC=CC1)C=1C=CC=CC1 (Pd(PPh3)4). Solvent: C(Cl)Cl (CH2Cl2). The product is ON1C(C2=CC=C(C=3C2=C(C1=O)C=C(C3)C)N3CCCC3)=O (2-Hydroxy-5-methyl-7-(pyrrolidin-1-yl)-benzo[de]isoquinoline-1,3-dione). The yield is 65.6%. As a reaction SMILES: C([O:4][N:5]1[C:14](=[O:15])[C:13]2[CH:16]=[C:17]([CH3:19])[CH:18]=[C:11]3[C:12]=2[C:7](=[CH:8][CH:9]=[C:10]3[N:20]2[CH2:24][CH2:23][CH2:22][CH2:21]2)[C:6]1=[O:25])C=C.C1([SiH3])C=CC=CC=1>C(Cl)Cl.C1C=CC([P]([Pd]([P](C2C=CC=CC=2)(C2C=CC=CC=2)C2C=CC=CC=2)([P](C2C=CC=CC=2)(C2C=CC=CC=2)C2C=CC=CC=2)[P](C2C=CC=CC=2)(C2C=CC=CC=2)C2C=CC=CC=2)(C2C=CC=CC=2)C2C=CC=CC=2)=CC=1>[OH:4][N:5]1[C:14](=[O:15])[C:13]2[CH:16]=[C:17]([CH3:19])[CH:18]=[C:11]3[C:12]=2[C:7](=[CH:8][CH:9]=[C:10]3[N:20]2[CH2:24][CH2:23][CH2:22][CH2:21]2)[C:6]1=[O:25] |^1:39,41,60,79|. Procedure details: Following the procedure of Example 59, 2-allyloxy-5-methyl-7-(pyrrolidin-1-yl)-benzo[de]isoquinoline-1,3-dione (0.55 g, 1.8 mmol, from Example J2), phenylsilane (0.29 g, 2.6 mmol), Pd(PPh3)4 (0.81 g, 0.070 mmol) in CH2Cl2 (40 mL) were reacted to give 0.35 g of the title compound, mp 236-237° C.